From a dataset of the Open Reaction Database (ORD), a public repository of structured organic reaction records. describe an organic reaction: reactants, conditions, products, and yield Procedure: To 4-aminoadamantan-1-carboxamide hydrochloride (900 mg, 3.9 mmol) in DMSO (40 mL) and i-prOH (50 mL), were added DIPEA (2.5 g, 19.5 mmol), 2-(4-methyl-1,1-dioxido-6-(2,4,6-trichlorophenyl)-1,2,6-thiadiazinan-2-yl)acetic acid (1.8 g, 4.7 mmol), EDC (894 mg, 4.7 mmol) and HOBT (632 mg, 4.7 mmol), and then agitated for 5 hr at room temperature. After the addition of water, the resultant extracted with EtOAc, dried (Na2SO4), filtered and concentrated under reduced pressure, followed by column chrom... The reactants are Cl.NC1C2CC3(CC(CC1C3)C2)C(=O)N (4-aminoadamantan-1-carboxamide hydrochloride), CCN(C(C)C)C(C)C (DIPEA), CC1CN(S(N(C1)C1=C(C=C(C=C1Cl)Cl)Cl)(=O)=O)CC(=O)O (2-(4-methyl-1,1-dioxido-6-(2,4,6-trichlorophenyl)-1,2,6-thiadiazinan-2-yl)acetic acid), C(CCl)Cl (EDC), C=1C=CC2=C(C1)N=NN2O (HOBT). RXN SMILES: Cl.[NH2:2][CH:3]1[CH:10]2[CH2:11][C:6]3([C:13]([NH2:15])=[O:14])[CH2:7][CH:8]([CH2:12][CH:4]1[CH2:5]3)[CH2:9]2.CCN(C(C)C)C(C)C.[CH3:25][CH:26]1[CH2:31][N:30]([C:32]2[C:37]([Cl:38])=[CH:36][C:35]([Cl:39])=[CH:34][C:33]=2[Cl:40])[S:29](=[O:42])(=[O:41])[N:28]([CH2:43][C:44](O)=[O:45])[CH2:27]1.C(Cl)CCl.C1C=CC2N(O)N=NC=2C=1>CS(C)=O.O>[CH3:25][CH:26]1[CH2:31][N:30]([C:32]2[C:37]([Cl:38])=[CH:36][C:35]([Cl:39])=[CH:34][C:33]=2[Cl:40])[S:29](=[O:42])(=[O:41])[N:28]([CH2:43][C:44]([NH:2][CH:3]2[CH:10]3[CH2:11][C:6]4([C:13]([NH2:15])=[O:14])[CH2:7][CH:8]([CH2:12][CH:4]2[CH2:5]4)[CH2:9]3)=[O:45])[CH2:27]1 |f:0.1|. Run at time 5 hour. Run in O (water), CS(=O)C (DMSO). The product is CC1CN(S(N(C1)C1=C(C=C(C=C1Cl)Cl)Cl)(=O)=O)CC(=O)NC1C2CC3(CC(CC1C3)C2)C(=O)N (4-(2-(4-methyl-1,1-dioxido-6-(2,4,6-trichlorophenyl)-1,2,6-thiadiazinan-2-yl)acetamido)adamantan-1-carboxamide). Yield: 44.6%. Reactants: C(C(=O)C)(=O)O (pyruvic acid), C1(=CC=C(C=C1)S(=O)(=O)O)C (p-toluene sulfonic acid), O (water), C(N)(OC)=O (methyl carbamate), C1(O)=CC=C(O)C=C1 (hydroquinone). The solvent is C1=CC=CC=C1 (benzene). Reaction conditions: time 2 hour. The product is COC(=O)NC(C(=O)O)=C (alpha-(methoxycarbonylamino)-acrylic acid). As a reaction SMILES: [C:1]([OH:6])(=[O:5])[C:2]([CH3:4])=O.[C:7](=[O:11])([O:9][CH3:10])[NH2:8].C1(C=CC(O)=CC=1)O.C1(C)C=CC(S(O)(=O)=O)=CC=1.O>C1C=CC=CC=1>[CH3:10][O:9][C:7]([NH:8][C:2](=[CH2:4])[C:1]([OH:6])=[O:5])=[O:11]. Reported procedure: A solution pyruvic acid (4.40 g, 50.0 mmol), methyl carbamate (3.75 g, 50.0 mmol), hydroquinone (used for a polymerization inhibitor, 0.05 g), and p-toluene sulfonic acid (50 mg) in 30 ml benzene is refluxed in a 100 ml round bottom flask to which is attached a Dean-Stark trap. The system is exposed to air during the reaction. After 2 hours, 25 minutes, 0.60 ml water (33 mmol) accumulates in the trap. The yellow solution is hazy while warm, but a small amount of gelatinous precipitate accumulate...